From a dataset of the Open Reaction Database (ORD), a public repository of structured organic reaction records. describe an organic reaction: reactants, conditions, products, and yield The reactants are [BH4-], COc1cc(C=Nc2ccc(C)cc2NC(=O)c2ccccc2)cc(OC)c1OC, CO, [Na+]. Product: COc1cc(CNc2ccc(C)cc2NC(=O)c2ccccc2)cc(OC)c1OC. As a reaction SMILES: [BH4-:31].[CH3:1][c:2]1[cH:3][cH:4][c:5]([N:17]=[CH:18][c:19]2[cH:20][c:21]([O:29][CH3:30])[c:22]([O:27][CH3:28])[c:23]([O:25][CH3:26])[cH:24]2)[c:6]([NH:8][C:9]([c:10]2[cH:11][cH:12][cH:13][cH:14][cH:15]2)=[O:16])[cH:7]1.[CH3:33][OH:34].[Na+:32]>>[CH3:1][c:2]1[cH:3][cH:4][c:5]([NH:17][CH2:18][c:19]2[cH:20][c:21]([O:29][CH3:30])[c:22]([O:27][CH3:28])[c:23]([O:25][CH3:26])[cH:24]2)[c:6]([NH:8][C:9]([c:10]2[cH:11][cH:12][cH:13][cH:14][cH:15]2)=[O:16])[cH:7]1. Reactants: [Al+3], [BH4-], C1CCOC1, Cc1ccccc1, COc1c(C)cc([PH](=O)c2cc(C)c(OC)c(C)c2)cc1C, [Ce+3], [Cl-], [Cl-], [Cl-], [H-], [H-], [H-], [H-], [Li+], [Na+]. Yields the product B, COc1c(C)cc(Pc2cc(C)c(OC)c(C)c2)cc1C. As a reaction SMILES: [Al+3:30].[BH4-:5].[CH2:35]1[O:36][CH2:37][CH2:38][CH2:39]1.[CH3:40][c:41]1[cH:42][cH:43][cH:44][cH:45][cH:46]1.[CH3:7][O:8][c:9]1[c:10]([CH3:28])[cH:11][c:12]([PH:16]([c:17]2[cH:18][c:19]([CH3:26])[c:20]([O:24][CH3:25])[c:21]([CH3:23])[cH:22]2)=[O:27])[cH:13][c:14]1[CH3:15].[Ce+3:2].[Cl-:1].[Cl-:3].[Cl-:4].[H-:29].[H-:32].[H-:33].[H-:34].[Li+:31].[Na+:6]>>[BH3:5].[CH3:7][O:8][c:9]1[c:10]([CH3:28])[cH:11][c:12]([PH:16][c:17]2[cH:18][c:19]([CH3:26])[c:20]([O:24][CH3:25])[c:21]([CH3:23])[cH:22]2)[cH:13][c:14]1[CH3:15].